This data is from the Open Reaction Database (ORD), a public repository of structured organic reaction records. The task is: describe an organic reaction: reactants, conditions, products, and yield The reactants are EtOAc Hexanes, COC(CCBr)=O (3-bromopropanoic acid methyl ester), C([O-])([O-])=O.[K+].[K+] (potassium carbonate), C12C(C3CC(CC(C1)C3)C2)NC(C2=NC(=CC=C2)N2CCNCC2)=O (N-(adamantan-2-yl)-6-(piperazin-1-yl)picolinamide). Run in CN(C)C=O (DMF). Run at temperature 100 celsius, time 24 hour. Yields the product C12C(C3CC(CC(C1)C3)C2)NC(=O)C2=CC=CC(=N2)N2CCN(CC2)CCC(=O)OC (methyl 3-(4-(6-(adamantan-2-ylcarbamoyl)pyridin-2-yl)piperazin-1-yl)propanoate). Isolated yield 96.1%. As a reaction SMILES: [CH:1]12[CH2:10][CH:5]3[CH2:6][CH:7]([CH2:9][CH:3]([CH2:4]3)[CH:2]1[NH:11][C:12](=[O:25])[C:13]1[CH:18]=[CH:17][CH:16]=[C:15]([N:19]3[CH2:24][CH2:23][NH:22][CH2:21][CH2:20]3)[N:14]=1)[CH2:8]2.[CH3:26][O:27][C:28](=[O:32])[CH2:29][CH2:30]Br.C(=O)([O-])[O-].[K+].[K+]>CN(C=O)C>[CH:1]12[CH2:10][CH:5]3[CH2:6][CH:7]([CH2:9][CH:3]([CH2:4]3)[CH:2]1[NH:11][C:12]([C:13]1[N:14]=[C:15]([N:19]3[CH2:20][CH2:21][N:22]([CH2:30][CH2:29][C:28]([O:27][CH3:26])=[O:32])[CH2:23][CH2:24]3)[CH:16]=[CH:17][CH:18]=1)=[O:25])[CH2:8]2 |f:2.3.4|. Procedure: After N-(adamantan-2-yl)-6-(piperazin-1-yl)picolinamide (34 mg, 0.100 mmol) was dissolved in DMF (2 ml), 3-bromopropanoic acid methyl ester (25 mg, 0.150 mmol) and potassium carbonate (41 mg, 0.300 mmol) were added thereto, and then the resulting mixture was stirred at 100° C. under nitrogen stream for 24 hours. The resulting reaction liquid was filtered and concentrated under reduced pressure, and then the residue thus obtained was subjected to MPLC (60% EtOAc/Hexanes), to obtain 41 mg of white... Reactants: intermediate 61, CC(C)N1N=CC=C1N (1-(1-methylethyl)-1H-pyrazol-5-amine), O=C(C(=O)OCC)CC(C1=CSC=C1)=O (ethyl 2,4-dioxo-4-(3-thienyl)butanoate), C1=CC=CC=C1 (benzene). Reported procedure: The title compound was prepared in the same manner as described for intermediate 61 using ethyl 2,4-dioxo-4-(3-thienyl)butanoate (542 mg, 2.397 mmol), benzene (5 mL), 1-(1-methylethyl)-1H-pyrazol-5-amine (300 mg, 2.397 mmol), and acetic acid (5 ml). The crude product was purified using column chromatography (silica gel, eluent: 0 to 100% EtOAc/hexanes) to afford the product as 590 mg (78%). LCMS E-S (M+H)=315.8. 1H NMR (400 MHz, CHLOROFORM-d) δ ppm 1.53 (t, J=6.8 Hz, 3H), 1.66 (d, J=6.8 Hz, 6H),... Yields the product CC(C)N1N=CC2=C1N=C(C=C2C(=O)OCC)C2=CSC=C2 (Ethyl 1-(1-methylethyl)-6-(3-thienyl)-1H-pyrazolo[3,4-b]pyridine-4-carboxylate). The solvent is C(C)(=O)O (acetic acid). Reaction SMILES: O=[C:2]([CH2:8][C:9](=O)[C:10]1[CH:14]=[CH:13][S:12][CH:11]=1)[C:3]([O:5][CH2:6][CH3:7])=[O:4].C1C=CC=CC=1.[CH3:22][CH:23]([N:25]1[C:29]([NH2:30])=[CH:28][CH:27]=[N:26]1)[CH3:24]>C(O)(=O)C>[CH3:22][CH:23]([N:25]1[C:29]2[N:30]=[C:9]([C:10]3[CH:14]=[CH:13][S:12][CH:11]=3)[CH:8]=[C:2]([C:3]([O:5][CH2:6][CH3:7])=[O:4])[C:28]=2[CH:27]=[N:26]1)[CH3:24]. Reactants: O=C([O-])O, Nc1ccc2c(c1)COC2, CO, ClCCl, ClI, [Na+]. Product: Nc1cc2c(cc1I)COC2. Reaction SMILES: [C:13](=[O:14])([OH:15])[O-:16].[CH2:3]1[O:4][CH2:5][c:6]2[cH:7][c:8]([NH2:12])[cH:9][cH:10][c:11]21.[CH3:21][OH:22].[Cl:18][CH2:19][Cl:20].[I:1][Cl:2].[Na+:17]>>[I:1][c:9]1[c:8]([NH2:12])[cH:7][c:6]2[c:11]([cH:10]1)[CH2:3][O:4][CH2:5]2. Starting materials: C1(CC(CCCC1)=O)=O (Cycloheptane-1,3-dione), NC(=S)N (Thiourea), C(C)(=O)[O-].[Na+] (sodium acetate), BrBr (bromine). Run in C(C)(=O)O (acetic acid). Run at temperature 85 celsius, time 10 minute. Product: NC=1SC2=C(N1)CCCCC2=O (2-Amino-4,5,6,7-tetrahydro-cycloheptathiazol-8-one). Reaction SMILES: [C:1]1(=O)[CH2:7][CH2:6][CH2:5][CH2:4][C:3](=[O:8])[CH2:2]1.C([O-])(=O)C.[Na+].BrBr.[NH2:17][C:18]([NH2:20])=[S:19]>C(O)(=O)C>[NH2:20][C:18]1[S:19][C:2]2[C:3](=[O:8])[CH2:4][CH2:5][CH2:6][CH2:7][C:1]=2[N:17]=1 |f:1.2|. Procedure details: Cycloheptane-1,3-dione (20.0 g, 159 mmol) [prepared according to Organic Process Research & Development 1998, 2, 379] is taken up in 200 mL acetic acid and sodium acetate (14.3 g, 174 mmol) is added. The reaction mixture is stirred for 10 min, cooled to 10° C. and than bromine (8.99 mL, 174 mmol) is added dropwise over a period of 20 min. The reaction mixture is allowed to come to RT and stirred for 2 h. Thiourea (13.2 g, 174 mmol) is added and the reaction mixture is heated to 85° C. and stirre... Procedure details: The ester produced in Example 56 (5.0 g, 15 mmol) and triphenylphosphine (4.0 g, 15 mmol) were dissolved in 100 ml of benzene and the resulting solution put under a nitrogen atmosphere. N-Bromosuccinimide (2.7 g, 15 mmol) was added in portions to the above solution and the reaction stirred at room temperature overnight. The solvent was removed under reduced pressure to give 12.3 g of a brown oil. Purification of this oil by chromatography on 600 g of silica gel (230-400 mesh) using ethyl acetate... RXN SMILES: [O:1]([C:8]1[CH:13]=[CH:12][C:11]([O:14][C:15]([N:17]2[CH2:22][CH2:21][CH:20]([CH2:23]O)[CH2:19][CH2:18]2)=[O:16])=[CH:10][CH:9]=1)[C:2]1[CH:7]=[CH:6][CH:5]=[CH:4][CH:3]=1.C1(P(C2C=CC=CC=2)C2C=CC=CC=2)C=CC=CC=1.[Br:44]N1C(=O)CCC1=O>C1C=CC=CC=1>[Br:44][CH2:23][CH:20]1[CH2:21][CH2:22][N:17]([C:15]([O:14][C:11]2[CH:12]=[CH:13][C:8]([O:1][C:2]3[CH:7]=[CH:6][CH:5]=[CH:4][CH:3]=3)=[CH:9][CH:10]=2)=[O:16])[CH2:18][CH2:19]1. Product: BrCC1CCN(CC1)C(=O)OC1=CC=C(C=C1)OC1=CC=CC=C1 (4-(Bromomethyl)-1-piperidinecarboxylic acid, 4-phenoxyphenyl ester). The yield is 210.1%. Solvent: C1=CC=CC=C1 (benzene). The reactants are O(C1=CC=CC=C1)C1=CC=C(C=C1)OC(=O)N1CCC(CC1)CO (4-(Hydroxymethyl)-1-piperidinecarboxylic acid 4-phenoxyphenyl ester), C1(=CC=CC=C1)P(C1=CC=CC=C1)C1=CC=CC=C1 (triphenylphosphine), BrN1C(CCC1=O)=O (N-Bromosuccinimide). Conditions: time 8 hour. The reactants are C(=O)(O)C=1C=C(C=CC1O)N1C(=CC=2CCCCC12)C1=CC=CC=C1 (1-(3-carboxy-4-hydroxyphenyl)-2-phenyl-4,5,6,7-tetrahydroindole), solid. The reagents and catalysts are [Pd] (palladium on carbon). Solvent: C=1(C(=CC=CC1)C)C (xylene). Reaction conditions: time 3 day. Yields the product C(=O)(O)C=1C=C(C=CC1O)N1C(=CC2=CC=CC=C12)C1=CC=CC=C1 (1-(3-Carboxy-4-hydroxyphenyl)-2-phenylindole). Reaction SMILES: [C:1]([C:4]1[CH:5]=[C:6]([N:11]2[C:19]3[CH2:18][CH2:17][CH2:16][CH2:15][C:14]=3[CH:13]=[C:12]2[C:20]2[CH:25]=[CH:24][CH:23]=[CH:22][CH:21]=2)[CH:7]=[CH:8][C:9]=1[OH:10])([OH:3])=[O:2]>[Pd].C1(C)C(C)=CC=CC=1>[C:1]([C:4]1[CH:5]=[C:6]([N:11]2[C:19]3[C:14](=[CH:15][CH:16]=[CH:17][CH:18]=3)[CH:13]=[C:12]2[C:20]2[CH:25]=[CH:24][CH:23]=[CH:22][CH:21]=2)[CH:7]=[CH:8][C:9]=1[OH:10])([OH:3])=[O:2]. Procedure details: A mixture of 3.33 g. (0.01 mole) of 1-(3-carboxy-4-hydroxyphenyl)-2-phenyl-4,5,6,7-tetrahydroindole, 4.0 g. of 10% palladium on carbon, and 250 ml. of xylene was heated under reflux with stirring under nitrogen for 3 days, filtered, and concentrated to a solid. Trituration with cyclohexane afforded 2.4 g. (73%) of solid, m.p. 210°-212°. Recrystallization from acetic acid gave colorless crystals, m.p. 213.5°-214.5°.